The task is: describe an organic reaction: reactants, conditions, products, and yield. This data is from the Open Reaction Database (ORD), a public repository of structured organic reaction records. The reactants are CC#N, CN(C)c1ccncc1, S=C(Cl)Oc1ccccc1, Cc1cc(-c2nnn(C)n2)cc(C)c1OCCCn1cnc(CO)n1. Product: Cc1cc(-c2nnn(C)n2)cc(C)c1OCCCn1cnc(COC(=S)Oc2ccccc2)n1. As a reaction SMILES: [CH3:36][C:37]#[N:38].[CH3:39][N:40]([c:41]1[cH:42][cH:43][n:44][cH:45][cH:46]1)[CH3:47].[Cl:26][C:27](=[S:28])[O:29][c:30]1[cH:31][cH:32][cH:33][cH:34][cH:35]1.[OH:1][CH2:2][c:3]1[n:4][cH:5][n:6]([CH2:8][CH2:9][CH2:10][O:11][c:12]2[c:13]([CH3:25])[cH:14][c:15](-[c:19]3[n:20][n:21][n:22]([CH3:24])[n:23]3)[cH:16][c:17]2[CH3:18])[n:7]1>>[O:1]([CH2:2][c:3]1[n:4][cH:5][n:6]([CH2:8][CH2:9][CH2:10][O:11][c:12]2[c:13]([CH3:25])[cH:14][c:15](-[c:19]3[n:20][n:21][n:22]([CH3:24])[n:23]3)[cH:16][c:17]2[CH3:18])[n:7]1)[C:27](=[S:28])[O:29][c:30]1[cH:31][cH:32][cH:33][cH:34][cH:35]1. The reactants are ClCCN(CCCl)Cc1ccccc1, CCOC(C)=O, CCN(C(C)C)C(C)C, CC(C)O, Nc1cccc2cc(F)ccc12. The product is Fc1ccc2c(N3CCN(Cc4ccccc4)CC3)cccc2c1. RXN SMILES: [CH2:13]([c:14]1[cH:15][cH:16][cH:17][cH:18][cH:19]1)[N:20]([CH2:21][CH2:22][Cl:26])[CH2:24][CH2:25][Cl:23].[CH3:40][CH2:41][O:42][C:43](=[O:44])[CH3:45].[CH:27]([N:28]([CH:29]([CH3:30])[CH3:31])[CH2:32][CH3:33])([CH3:34])[CH3:35].[CH:36]([OH:37])([CH3:38])[CH3:39].[F:1][c:2]1[cH:3][c:4]2[cH:5][cH:6][cH:7][c:8]([NH2:12])[c:9]2[cH:10][cH:11]1>>[F:1][c:2]1[cH:3][c:4]2[cH:5][cH:6][cH:7][c:8]([N:12]3[CH2:22][CH2:21][N:20]([CH2:13][c:14]4[cH:15][cH:16][cH:17][cH:18][cH:19]4)[CH2:24][CH2:25]3)[c:9]2[cH:10][cH:11]1. Product: ClC=1C=C(C=C(C1)Cl)NC(C(C(=O)OCCC)OC)=O (n-propyl 3-[(3,5-dichlorophenyl)amino]-2-methoxy-3-oxopropanoate). The reactants are COC(C(=O)OCCC)C(=O)[O-] (Mono-n-propyl methoxymalonate), ClC=1C=C(N)C=C(C1)Cl (3,5-dichloroaniline), C1(CCCCC1)N=C=NC1CCCCC1 (1,3-dicyclohexylcarbodiimide). As a reaction SMILES: [CH3:1][O:2][CH:3]([C:10]([O-:12])=O)[C:4]([O:6][CH2:7][CH2:8][CH3:9])=[O:5].[Cl:13][C:14]1[CH:15]=[C:16]([CH:18]=[C:19]([Cl:21])[CH:20]=1)[NH2:17].C1(N=C=NC2CCCCC2)CCCCC1>>[Cl:13][C:14]1[CH:15]=[C:16]([NH:17][C:10](=[O:12])[CH:3]([O:2][CH3:1])[C:4]([O:6][CH2:7][CH2:8][CH3:9])=[O:5])[CH:18]=[C:19]([Cl:21])[CH:20]=1. Reported procedure: Mono-n-propyl methoxymalonate (13.07 grams, 0.07 mole), prepared in Part B, 3,5-dichloroaniline (12.02 grams, 0.07 mole) and 1,3-dicyclohexylcarbodiimide (15.31 grams, 0.07 mole) were reacted in a manner similar to that described in Example LVII to give 7.22 grams (0.02 mole) of n-propyl 3-[(3,5-dichlorophenyl)amino]-2-methoxy-3-oxopropanoate having a melting point of 89° C.-93° C. An analytical sample recrystallized from hexane had a melting point of 89° C.-92° C. Yield: 28.6%. Starting materials: COC(C(CC1=CC=C(C=C1)OCCC1=CC=C(C=C1)NC(=O)OC(C)(C)C)OCC(F)(F)F)=O (3-[4-(2-{4-tert-Butoxycarbonylaminophenyl}ethoxy)phenyl]-2-(2,2,2-trifluoroethoxy)propanoic acid methyl ester), [OH-].[Li+] (lithium hydroxide). Solvent: O1CCCC1 (tetrahydrofuran), O (water), O (Water). Product: C(C)(C)(C)OC(=O)NC1=CC=C(C=C1)CCOC1=CC=C(C=C1)CC(C(=O)O)OCC(F)(F)F (3-[4-(2-{4-tert-butoxycarbonylaminophenyl}ethoxy)phenyl]-2-(2,2,2-trifluoroethoxy)propanoic acid). Yield: 87.5%. As a reaction SMILES: C[O:2][C:3](=[O:35])[CH:4]([O:29][CH2:30][C:31]([F:34])([F:33])[F:32])[CH2:5][C:6]1[CH:11]=[CH:10][C:9]([O:12][CH2:13][CH2:14][C:15]2[CH:20]=[CH:19][C:18]([NH:21][C:22]([O:24][C:25]([CH3:28])([CH3:27])[CH3:26])=[O:23])=[CH:17][CH:16]=2)=[CH:8][CH:7]=1.[OH-].[Li+]>O1CCCC1.O>[C:25]([O:24][C:22]([NH:21][C:18]1[CH:17]=[CH:16][C:15]([CH2:14][CH2:13][O:12][C:9]2[CH:10]=[CH:11][C:6]([CH2:5][CH:4]([O:29][CH2:30][C:31]([F:32])([F:33])[F:34])[C:3]([OH:35])=[O:2])=[CH:7][CH:8]=2)=[CH:20][CH:19]=1)=[O:23])([CH3:28])([CH3:26])[CH3:27] |f:1.2|. Procedure details: 3-[4-(2-{4-tert-Butoxycarbonylaminophenyl}ethoxy)phenyl]-2-(2,2,2-tnifluoroethoxy)propanoic acid methyl ester (described in Example 60)(0.27 g; 0.52 mmole) was dissolved in tetrahydrofuran and water (2:1), lithium hydroxide (0.015 g; 0.62 mmole) was added and the reaction mixture was stirred over night. Water was added and tetrahydrofuran was evaporated. The remaining water residue was extracted once with diethyl ether, acidified with diluted hydrochloric acid and extracted with ethyl acetate. T... The reactants are Brc1ccc(CN2CCNC(Cc3ccccc3)C2)cc1, CCO, Cc1ccccc1, Cc1ccc(Cl)c(B(O)O)c1, [Na+], [Na+], O=C([O-])[O-], c1ccc(P(c2ccccc2)(c2ccccc2)[Pd](P(c2ccccc2)(c2ccccc2)c2ccccc2)(P(c2ccccc2)(c2ccccc2)c2ccccc2)P(c2ccccc2)(c2ccccc2)c2ccccc2)cc1. The product is Cc1ccc(Cl)c(-c2ccc(CN3CCNC(Cc4ccccc4)C3)cc2)c1. RXN SMILES: [CH2:1]([c:2]1[cH:3][cH:4][cH:5][cH:6][cH:7]1)[CH:8]1[CH2:9][N:10]([CH2:14][c:15]2[cH:16][cH:17][c:18]([Br:21])[cH:19][cH:20]2)[CH2:11][CH2:12][NH:13]1.[CH3:123][CH2:124][OH:125].[CH3:39][c:40]1[cH:41][cH:42][cH:43][cH:44][cH:45]1.[Cl:22][c:23]1[c:24]([B:30]([OH:31])[OH:32])[cH:25][c:26]([CH3:29])[cH:27][cH:28]1.[Na+:33].[Na+:34].[O-:35][C:36](=[O:37])[O-:38].[cH:46]1[cH:47][cH:48][c:49]([P:50]([Pd:51]([P:52]([c:53]2[cH:54][cH:55][cH:56][cH:57][cH:58]2)([c:59]2[cH:60][cH:61][cH:62][cH:63][cH:64]2)[c:65]2[cH:66][cH:67][cH:68][cH:69][cH:70]2)([P:71]([c:72]2[cH:73][cH:74][cH:75][cH:76][cH:77]2)([c:78]2[cH:79][cH:80][cH:81][cH:82][cH:83]2)[c:84]2[cH:85][cH:86][cH:87][cH:88][cH:89]2)[P:90]([c:91]2[cH:92][cH:93][cH:94][cH:95][cH:96]2)([c:97]2[cH:98][cH:99][cH:100][cH:101][cH:102]2)[c:103]2[cH:104][cH:105][cH:106][cH:107][cH:108]2)([c:109]2[cH:110][cH:111][cH:112][cH:113][cH:114]2)[c:115]2[cH:116][cH:117][cH:118][cH:119][cH:120]2)[cH:121][cH:122]1>>[CH2:1]([c:2]1[cH:3][cH:4][cH:5][cH:6][cH:7]1)[CH:8]1[CH2:9][N:10]([CH2:14][c:15]2[cH:16][cH:17][c:18](-[c:24]3[c:23]([Cl:22])[cH:28][cH:27][c:26]([CH3:29])[cH:25]3)[cH:19][cH:20]2)[CH2:11][CH2:12][NH:13]1. Starting materials: C(C(O)C)(=O)O (lactic acid), [S-2].[Na+].[Na+] (sodium sulphide), C(C(O)C)(=O)O (lactic acid). Product: CC1C(=O)OC(C(=O)O1)C (dilactide). RXN SMILES: [C:1]([OH:6])(=[O:5])[CH:2]([CH3:4])[OH:3].[S-2].[Na+].[Na+]>>[CH3:4][CH:2]1[O:3][C:1](=[O:5])[CH:2]([CH3:4])[O:6][C:1]1=[O:5] |f:1.2.3|. Reported procedure: 100 g of the thus obtained residue is heated with 50 g hydrolysis medium (90% lactic acid in aqueous solution) at 100° C. and atmospheric pressure for 4 hours with reflux and continuous thorough mixing. The resulting solution is mixed with sodium sulphide and, after 30 min thorough mixing, is filtered in order to remove solid material particles. The thus obtained, homogeneous solution has a lactic acid proportion of over 99% by weight and a racemisation degree of 2.5% and can be mixed with polyc... Reaction SMILES: [Br:1][CH:2]([c:3]1[cH:4][cH:5][c:6]([C:15]#[N:16])[c:7]2[c:8](=[O:14])[cH:9][c:10]([CH3:13])[o:11][c:12]12)[Br:17].[CH3:18][N+:19]1([O-:20])[CH2:21][CH2:22][O:23][CH2:24][CH2:25]1.[CH3:26][C:27]#[N:28]>>[CH:2]([c:3]1[cH:4][cH:5][c:6]([C:15]#[N:16])[c:7]2[c:8](=[O:14])[cH:9][c:10]([CH3:13])[o:11][c:12]12)=[O:20]. Reactants: Cc1cc(=O)c2c(C#N)ccc(C(Br)Br)c2o1, C[N+]1([O-])CCOCC1, CC#N. Product: Cc1cc(=O)c2c(C#N)ccc(C=O)c2o1.